From a dataset of the Open Reaction Database (ORD), a public repository of structured organic reaction records. describe an organic reaction: reactants, conditions, products, and yield The reactants are CS(=O)C (DMSO), [OH-].[Na+] (sodium hydroxide), CC=1CC(C(=C(C1OC)C)C)(OC)C(CC=O)C (3-(3,5,6-trimethyl-1,4-dimethoxyphenyl)butanal), [Br-].C(=O)(O)CCC[P+](C1=CC=CC=C1)(C1=CC=CC=C1)C1=CC=CC=C1 (3-carboxypropyltriphenyl phosphonium bromide). Solvent: O (water), C1CCOC1 (THF). Reaction conditions: temperature 80 celsius. Product: COC1(CC(=C(C(=C1C)C)OC)C)C(CC=CCCC(=O)O)C (7-(1,4-dimethoxy-3,5,6-trimethylphenyl)-4-octenoic acid). The yield is 62.0%. RXN SMILES: CS(C)=O.[OH-].[Na+].[Br-].[C:8]([CH2:11][CH2:12][CH2:13][P+](C1C=CC=CC=1)(C1C=CC=CC=1)C1C=CC=CC=1)([OH:10])=[O:9].[CH3:33][C:34]1[CH2:35][C:36]([CH:46]([CH3:50])[CH2:47][CH:48]=O)([O:44][CH3:45])[C:37]([CH3:43])=[C:38]([CH3:42])[C:39]=1[O:40][CH3:41]>O.C1COCC1>[CH3:45][O:44][C:36]1([CH:46]([CH3:50])[CH2:47][CH:48]=[CH:13][CH2:12][CH2:11][C:8]([OH:10])=[O:9])[C:37]([CH3:43])=[C:38]([CH3:42])[C:39]([O:40][CH3:41])=[C:34]([CH3:33])[CH2:35]1 |f:1.2,3.4|. Procedure: DMSO (30 ml) was added to sodium hydroxide (1 g, 24 mmole, 60% oil suspension was washed with hexane and dried under reduced pressure) under an atmosphere of argon, followed heating at 80° C. for 1 hour with stirring. After cooling, 3-carboxypropyltriphenyl phosphonium bromide (4.6 g, 11 mmole) was added to the solution, followed by stirring at room temperature. After stirring for 10 minutes, a THF solution (5 ml) of 3-(3,5,6-trimethyl-1,4-dimethoxyphenyl)butanal (2.7 g, 11 mmole) was added drop... Procedure: {2-[3-Cyclohexyl-3-piperidin-4-yl-ureido]-thiazol-5-ylsulfanyl}-acetic acid ethyl ester was pre-pared in a similar manner to the synthesis of example 12 from N-Boc piperidone, cyclohexylamine and (2-amino-thiazol-5-ylsulfanyl)-acetic acid ethyl ester, Boc deprotection, reaction with 4-morpholine carbonyl chloride and hydrolysis of the ester moiety as described in general procedure (I) gave the title compound. Reactants: C(C)OC(CSC1=CN=C(S1)NC(=O)N(C1CCNCC1)C1CCCCC1)=O ({2-[3-Cyclohexyl-3-piperidin-4-yl-ureido]-thiazol-5-ylsulfanyl}-acetic acid ethyl ester), C(=O)(OC(C)(C)C)N1C(CCCC1)=O (N-Boc piperidone), C1(CCCCC1)N (cyclohexylamine), C(C)OC(CSC1=CN=C(S1)N)=O ((2-amino-thiazol-5-ylsulfanyl)-acetic acid ethyl ester), N1(CCOCC1)C(=O)Cl (4-morpholine carbonyl chloride), ester. As a reaction SMILES: C([O:3][C:4](=[O:28])[CH2:5][S:6][C:7]1[S:11][C:10]([NH:12][C:13]([N:15]([CH:22]2[CH2:27][CH2:26][CH2:25][CH2:24][CH2:23]2)[CH:16]2[CH2:21][CH2:20][NH:19][CH2:18][CH2:17]2)=[O:14])=[N:9][CH:8]=1)C.C(N1CCCCC1=O)(OC(C)(C)C)=O.C1(N)CCCCC1.C(OC(=O)CSC1SC(N)=NC=1)C.[N:63]1([C:69](Cl)=[O:70])[CH2:68][CH2:67][O:66][CH2:65][CH2:64]1>>[CH:22]1([N:15]([CH:16]2[CH2:21][CH2:20][N:19]([C:69]([N:63]3[CH2:68][CH2:67][O:66][CH2:65][CH2:64]3)=[O:70])[CH2:18][CH2:17]2)[C:13](=[O:14])[NH:12][C:10]2[S:11][C:7]([S:6][CH2:5][C:4]([OH:3])=[O:28])=[CH:8][N:9]=2)[CH2:27][CH2:26][CH2:25][CH2:24][CH2:23]1. Yields the product C1(CCCCC1)N(C(NC=1SC(=CN1)SCC(=O)O)=O)C1CCN(CC1)C(=O)N1CCOCC1 ((2-{3-Cyclohexyl-3-[1-(morpholine-4-carbonyl)-piperidin-4-yl]-ureido}-thiazol-5-ylsulfanyl)-acetic acid). The reactants are FC(OC1=C(C=C(CNC(=O)[C@@H]2N(CCN(C2)C=2SC3=C(N=C(N=C3Cl)C(F)(F)F)N2)S(=O)(=O)C2=CC=C(C=C2)OC(F)(F)F)C=C1)F)F ((R)-4-(7-chloro-5-trifluoromethyl-thiazolo[4,5-d]pyrimidin-2-yl)-1-(4-trifluoromethoxy-benzenesulfonyl)-piperazine-2-carboxylic acid 4-difluoromethoxy-3-fluoro-benzylamide), C(=O)[O-].[NH4+] (ammonium formate). Reagents/catalysts: [C].[Pd] (palladium carbon). The solvent is C(C)O (ethanol). Conditions: time 1 hour. Product: FC(OC1=C(C=C(CNC(=O)[C@@H]2N(CCN(C2)C=2SC3=C(N=C(N=C3)C(F)(F)F)N2)S(=O)(=O)C2=CC=C(C=C2)OC(F)(F)F)C=C1)F)F ((R)-1-(4-trifluoromethoxy-benzenesulfonyl)-4-(5-trifluoromethyl-thiazolo[4,5-d]pyrimidin-2-yl)-piperazine-2-carboxylic acid 4-difluoromethoxy-3-fluoro-benzylamide). Isolated yield 71.8%. Reaction SMILES: [F:1][CH:2]([F:49])[O:3][C:4]1[CH:47]=[CH:46][C:7]([CH2:8][NH:9][C:10]([C@H:12]2[CH2:17][N:16]([C:18]3[S:19][C:20]4[C:25](Cl)=[N:24][C:23]([C:27]([F:30])([F:29])[F:28])=[N:22][C:21]=4[N:31]=3)[CH2:15][CH2:14][N:13]2[S:32]([C:35]2[CH:40]=[CH:39][C:38]([O:41][C:42]([F:45])([F:44])[F:43])=[CH:37][CH:36]=2)(=[O:34])=[O:33])=[O:11])=[CH:6][C:5]=1[F:48].C([O-])=O.[NH4+]>C(O)C.[C].[Pd]>[F:49][CH:2]([F:1])[O:3][C:4]1[CH:47]=[CH:46][C:7]([CH2:8][NH:9][C:10]([C@H:12]2[CH2:17][N:16]([C:18]3[S:19][C:20]4[CH:25]=[N:24][C:23]([C:27]([F:29])([F:30])[F:28])=[N:22][C:21]=4[N:31]=3)[CH2:15][CH2:14][N:13]2[S:32]([C:35]2[CH:36]=[CH:37][C:38]([O:41][C:42]([F:45])([F:44])[F:43])=[CH:39][CH:40]=2)(=[O:33])=[O:34])=[O:11])=[CH:6][C:5]=1[F:48] |f:1.2,4.5|. Procedure details: Under an argon atmosphere, to a solution of the compound (912 mg) obtained in Step 6 and ammonium formate (750 mg) in ethanol (18 ml) was added 10% palladium carbon (912 mg). After stirring under refluxing conditions for 1 hr, the catalyst was filtered off. The filtrate was concentrated under reduced pressure, and the residue was partitioned by adding ethyl acetate and water. The organic layer was washed with water, dried over anhydrous magnesium sulfate, filtrated, and concentrated under reduce... Reactants: CC(C)(C)CN, CCN(C(C)C)C(C)C, O=[N+]([O-])c1cnc(Cl)nc1Cl, ClCCl. Product: CC(C)(C)CNc1nc(Cl)ncc1[N+](=O)[O-]. Reaction SMILES: [CH2:12]([C:13]([CH3:14])([CH3:15])[CH3:16])[NH2:17].[CH:18]([N:19]([CH:20]([CH3:21])[CH3:22])[CH2:23][CH3:24])([CH3:25])[CH3:26].[Cl:1][c:2]1[n:3][cH:4][c:5]([N+:9](=[O:10])[O-:11])[c:6]([Cl:8])[n:7]1.[Cl:27][CH2:28][Cl:29]>>[Cl:1][c:2]1[n:3][cH:4][c:5]([N+:9](=[O:10])[O-:11])[c:6]([NH:17][CH2:12][C:13]([CH3:14])([CH3:15])[CH3:16])[n:7]1. Reaction SMILES: [Br:1][c:2]1[s:3][cH:4][cH:5][c:6]1[CH3:7].[CH2:15]1[O:16][CH2:17][CH2:18][CH2:19]1.[CH3:9][O:10][C:11]([O:12][CH3:14])=[O:13].[Mg:8]>>[c:2]1([C:11]([O:10][CH3:9])=[O:12])[s:3][cH:4][cH:5][c:6]1[CH3:7]. The reactants are Cc1ccsc1Br, C1CCOC1, COC(=O)OC, [Mg]. The product is COC(=O)c1sccc1C.